describe an organic reaction: reactants, conditions, products, and yield From a dataset of the Open Reaction Database (ORD), a public repository of structured organic reaction records. Reactants: NC(N)=NN=CC1=CNC2=CC=C(C=C12)O (5-hydroxy-indole-3-carboxaldehyde diaminomethylenehydrazone), C1(CCCCC1)N=C=O (cyclohexyl isocyanate), CN(C)C=O (DMF), CN(C)C=O (DMF). Reaction conditions: time 4 hour. Yields the product NC(N(C(=O)N)C1CCCCC1)=NN=CC1=CNC2=CC=C(C=C12)O (5-Hydroxy-indole-3-carboxaldehyde amino(N-cyclohexylureido)methylenehydrazone). Reaction SMILES: [NH2:1][C:2](=[N:4][N:5]=[CH:6][C:7]1[C:15]2[C:10](=[CH:11][CH:12]=[C:13]([OH:16])[CH:14]=2)[NH:9][CH:8]=1)[NH2:3].[CH:17]1(N=C=O)[CH2:22][CH2:21][CH2:20][CH2:19][CH2:18]1.C[N:27]([CH:29]=[O:30])C>>[NH2:3][C:2](=[N:4][N:5]=[CH:6][C:7]1[C:15]2[C:10](=[CH:11][CH:12]=[C:13]([OH:16])[CH:14]=2)[NH:9][CH:8]=1)[N:1]([CH:17]1[CH2:22][CH2:21][CH2:20][CH2:19][CH2:18]1)[C:29]([NH2:27])=[O:30]. Procedure: To a solution of 0.8 g 5-hydroxy-indole-3-carboxaldehyde diaminomethylenehydrazone (3.7 mmol) in 20 ml DMF is added over 5 min. at 0° a solution of 0.5 ml cyclohexyl isocyanate (4.0 mmol) in 5 ml DMF. The solution is stirred for 4 hours. The solvent is then evaporated and the residue chromatographied (eluant: Toluene/EtOH/NH3 85:15:0.5) to yield the title compound as crystals. M.p.=135° (foaming). Starting materials: COC(=O)c1nc(-c2ccc(Cl)c(OC)c2F)cc(NC(C)=O)c1Cl, CCCC[Sn](C#C[Si](C)(C)C)(CCCC)CCCC, ClCCCl, Cl[Pd]Cl, c1ccc(P(c2ccccc2)c2ccccc2)cc1, c1ccc(P(c2ccccc2)c2ccccc2)cc1. The product is COC(=O)c1nc(-c2ccc(Cl)c(OC)c2F)cc(NC(C)=O)c1C#C[Si](C)(C)C. RXN SMILES: [CH3:1][O:2][C:3](=[O:4])[c:5]1[n:6][c:7](-[c:16]2[c:17]([F:25])[c:18]([O:23][CH3:24])[c:19]([Cl:22])[cH:20][cH:21]2)[cH:8][c:9]([NH:12][C:13]([CH3:14])=[O:15])[c:10]1[Cl:11].[CH3:26][Si:27]([C:28]#[C:29][Sn:30]([CH2:31][CH2:32][CH2:33][CH3:34])([CH2:35][CH2:36][CH2:37][CH3:38])[CH2:39][CH2:40][CH2:41][CH3:42])([CH3:43])[CH3:44].[Cl:45][CH2:46][CH2:47][Cl:48].[Pd:49]([Cl:50])[Cl:51].[c:52]1([P:53]([c:54]2[cH:55][cH:56][cH:57][cH:58][cH:59]2)[c:60]2[cH:61][cH:62][cH:63][cH:64][cH:65]2)[cH:66][cH:67][cH:68][cH:69][cH:70]1.[c:71]1([P:72]([c:73]2[cH:74][cH:75][cH:76][cH:77][cH:78]2)[c:79]2[cH:80][cH:81][cH:82][cH:83][cH:84]2)[cH:85][cH:86][cH:87][cH:88][cH:89]1>>[CH3:1][O:2][C:3](=[O:4])[c:5]1[n:6][c:7](-[c:16]2[c:17]([F:25])[c:18]([O:23][CH3:24])[c:19]([Cl:22])[cH:20][cH:21]2)[cH:8][c:9]([NH:12][C:13]([CH3:14])=[O:15])[c:10]1[C:29]#[C:28][Si:27]([CH3:26])([CH3:43])[CH3:44].